From a dataset of the Open Reaction Database (ORD), a public repository of structured organic reaction records. describe an organic reaction: reactants, conditions, products, and yield Starting materials: CO (Methanol), CS(=O)(=O)O[C@@H]1C[C@H](N(C1)C(=O)OCC1=CC=C(C=C1)[N+](=O)[O-])C(=O)N1C(N(CC1)C)=O ((2S,4R)-4-methanesulfonyloxy-2-(3-methyl-2-oxoimidazolidin-1-yl)carbonyl-1-(4-nitrobenzyloxycarbonyl)pyrrolidine), solution. Run in C(C)(=O)OCC (ethyl acetate), O1CCCC1 (tetrahydrofuran), O1CCCC1 (tetrahydrofuran). Reaction conditions: time 2.5 hour. Yields the product CS(=O)(=O)O[C@@H]1C[C@H](N(C1)C(=O)OCC1=CC=C(C=C1)[N+](=O)[O-])CN1C(N(CC1)C)=O ((2S,4R)-4-methanesulfonyloxy-2-(3-methyl-2-oxoimidazolidin-1-yl)methyl-1-(4-nitrobenzyloxycarbonyl)pyrrolidine). Isolated yield 48.6%. RXN SMILES: [CH3:1][S:2]([O:5][C@H:6]1[CH2:10][N:9]([C:11]([O:13][CH2:14][C:15]2[CH:20]=[CH:19][C:18]([N+:21]([O-:23])=[O:22])=[CH:17][CH:16]=2)=[O:12])[C@H:8]([C:24]([N:26]2[CH2:30][CH2:29][N:28]([CH3:31])[C:27]2=[O:32])=O)[CH2:7]1)(=[O:4])=[O:3].CO>O1CCCC1.C(OCC)(=O)C>[CH3:1][S:2]([O:5][C@H:6]1[CH2:10][N:9]([C:11]([O:13][CH2:14][C:15]2[CH:20]=[CH:19][C:18]([N+:21]([O-:23])=[O:22])=[CH:17][CH:16]=2)=[O:12])[C@H:8]([CH2:24][N:26]2[CH2:30][CH2:29][N:28]([CH3:31])[C:27]2=[O:32])[CH2:7]1)(=[O:4])=[O:3]. Procedure details: To a solution of (2S,4R)-4-methanesulfonyloxy-2-(3-methyl-2-oxoimidazolidin-1-yl)carbonyl-1-(4-nitrobenzyloxycarbonyl)pyrrolidine (0.70 g) in tetrahydrofuran (3.5 ml) was added 1.0M solution of borane-tetrahydrofuran complex in tetrahydrofuran (20.9 ml) and the mixture was stirred at ambient temperature for 1 hour and at 35°-40° C. for 2.5 hours. Methanol (20 ml) was added dropwise to the reaction mixture on ice-bath and the mixture was evaporated in vacuo. The resulting residue was dissolved in... Starting materials: ClCC1=NC(=CC=C1)CCl (2,6-Bis(chloromethyl)pyridine), C(C)(C)(C)OC(=O)N1CCNCC1 (N-(t-butoxycarbonyl)piperazine). Run in C(C)O (ethanol). Conditions: time 8 hour. The product is ClCC1=CC=CC(=N1)CN1CCN(CC1)C(=O)OC(C)(C)C (t-butyl 4-(6-chloromethylpyridin-2-ylmethyl)piperazine-1-carboxylate). The yield is 38.4%. Reaction SMILES: Cl[CH2:2][C:3]1[CH:8]=[CH:7][CH:6]=[C:5]([CH2:9][Cl:10])[N:4]=1.[C:11]([O:15][C:16]([N:18]1[CH2:23][CH2:22][NH:21][CH2:20][CH2:19]1)=[O:17])([CH3:14])([CH3:13])[CH3:12]>C(O)C>[Cl:10][CH2:9][C:5]1[N:4]=[C:3]([CH2:2][N:21]2[CH2:20][CH2:19][N:18]([C:16]([O:15][C:11]([CH3:14])([CH3:13])[CH3:12])=[O:17])[CH2:23][CH2:22]2)[CH:8]=[CH:7][CH:6]=1. Reported procedure: 2,6-Bis(chloromethyl)pyridine (352 mg) was suspended in 4 mL of ethanol, and 372 mg of N-(t-butoxycarbonyl)piperazine was added into the suspension at ice temperature, and then the suspension was stirred at room temperature overnight. The reaction mixture was concentrated under reduced pressure, the residue was added to water and extracted with chloroform. The organic layer was washed with brine, dried over anhydrous magnesium sulfate, and the solvent was removed. The residue was purified by chr...